This data is from the Open Reaction Database (ORD), a public repository of structured organic reaction records. The task is: describe an organic reaction: reactants, conditions, products, and yield Reactants: C[Mg]Br (Methylmagnesium bromide), NC1=C(C(=O)C2=CC=CC=C2)C=C(C=C1)Cl (2-amino-5-chlorobenzophenone), O (water). The solvent is CCOCC (ether). Reaction conditions: time 8 hour. The product is NC1=C(C(C2=CC=CC=C2)(O)C)C=C(C=C1)Cl (2-Amino-5-chloro-α-methylbenzhydrol). Yield: 75.0%. RXN SMILES: [CH3:1][Mg]Br.[NH2:4][C:5]1[CH:18]=[CH:17][C:16]([Cl:19])=[CH:15][C:6]=1[C:7]([C:9]1[CH:14]=[CH:13][CH:12]=[CH:11][CH:10]=1)=[O:8].O>CCOCC>[NH2:4][C:5]1[CH:18]=[CH:17][C:16]([Cl:19])=[CH:15][C:6]=1[C:7]([CH3:1])([OH:8])[C:9]1[CH:10]=[CH:11][CH:12]=[CH:13][CH:14]=1. Reported procedure: Methylmagnesium bromide (267 ml of 3M ether-solution; 0.8 mole) is added during 45 minutes to a solution of 2-amino-5-chlorobenzophenone (46.3 g; 0.2 mole) in 1 liter of ether. The mixture is refluxed for 5 hours and allowed to stand overnight. It is then cooled in ice and decomposed with 400 ml of water. The ether layer is decanted, washed with saturated salt solution dried (MgSO4) and evaporated. The residue is crystallized from ether-Skellysolve B to give 37.1 g (75% yield), mp 93°-94° C., un... Starting materials: C(C=1C(S)=CC=CC1)(=O)OC (methyl thiosalicylate), C(=O)([O-])[O-].[K+].[K+] (K2CO3), CI (methyl iodide). Run in CCOC(=O)C (EtOAc), CN(C)C=O (DMF). Run at time 1 hour. Product: COC(C1=C(C=CC=C1)SC)=O (2-methylsulfanylbenzoic acid methyl ester). As a reaction SMILES: [C:1]([O:10][CH3:11])(=[O:9])[C:2]1[C:3](=[CH:5][CH:6]=[CH:7][CH:8]=1)[SH:4].[C:12]([O-])([O-])=O.[K+].[K+].CI>CN(C=O)C.CCOC(C)=O>[CH3:11][O:10][C:1](=[O:9])[C:2]1[CH:8]=[CH:7][CH:6]=[CH:5][C:3]=1[S:4][CH3:12] |f:1.2.3|. Procedure: To a solution of methyl thiosalicylate (4.0 g, 23.8 mmol) in DMF (25 mL) is added K2CO3 (4.0 g, 28.94 mmol) followed by methyl iodide (2.3 mL, 36.9 mmol). The resulting mixture is stirred at ambient temperature for 1 h. The mixture is diluted with EtOAc and washed with 1N HCl (3×) and water (1×). The organic phase is dried over MgSO4, filtered and concentrated to afford 2-methylsulfanylbenzoic acid methyl ester. The reactants are CN(C=O)C (N,N-dimethylformamide), [OH-].[Na+] (sodium hydroxide), P(=O)(Cl)(Cl)Cl (Phosphorus oxychloride), C(CCCC)(=N)NCC(=O)O ((pentanimidoylamino)acetic acid), C1(=CC=CC=C1)C (toluene). Run in O (water), C(C)(=O)OCC (ethyl acetate). Reaction conditions: temperature 80 celsius, time 2 hour. Yields the product C(CCC)C=1NC(=C(N1)C=O)Cl (2-Butyl-5-chloroimidazole-4-carbaldehyde). Reaction SMILES: P(Cl)(Cl)([Cl:3])=O.C([NH:12][CH2:13][C:14]([OH:16])=O)(=N)CCCC.C[N:18]([CH3:21])[CH:19]=O.[OH-].[Na+].[C:24]1(C)C=C[CH:27]=[CH:26][CH:25]=1>C(OCC)(=O)C.O>[CH2:24]([C:19]1[NH:18][C:21]([Cl:3])=[C:13]([CH:14]=[O:16])[N:12]=1)[CH2:25][CH2:26][CH3:27] |f:3.4|. Procedure: Phosphorus oxychloride (43.80 g, mmol) was added to a suspension of (pentanimidoylamino)acetic acid (15.82 g, 100 mmol) in toluene (75 ml) in the course of 5 minutes. The mixture was heated to 80° C. and then admixed with N,N-dimethylformamide (20.57 g, 280 mmol) in the course of 7 minutes. The temperature rose in the course of this to 96° C. After stirring for 2 hours at 100° C., the mixture was cooled to 30° C. The reaction mixture was then poured with stirring into 80 ml of water in such a ma... Starting materials: C(C)C1=CN=C(O1)CCNC(=O)NC=1SC(=C(N1)C)C1=CC(=C(C=C1)S(=O)(=O)C)F (1-[2-(5-Ethyl-oxazol-2-yl)-ethyl]-3-[5-(3-fluoro-4-methanesulfonyl-phenyl)-4-methyl-thiazol-2-yl]-urea), Cl.C(C)C1=CN=C(O1)CCN (2-(5-ethyl-oxazol-2-yl)-ethylamine hydrochloride), NCC(CC)O (1-amino-2-butanol), C(C)C1=CN=C(O1)CCN (2-(5-Ethyl-oxazol-2-yl)-ethylamine), CC=1N=C(OC1)CCN (2-(4-methyl-oxazol-2-yl)ethylamine), NC(CO)C (2-amino-1-propanol). Product: FC=1C=C(C=CC1S(=O)(=O)C)C1=C(N=C(S1)NC(=O)NCCC=1OC=C(N1)C)C (1-[5-(3-Fluoro-4-methanesulfonyl-phenyl)-4-methyl-thiazol-2-yl]-3-[2-(4-methyl-oxazol-2-yl)-ethyl]-urea). As a reaction SMILES: [CH2:1]([C:3]1[O:7][C:6]([CH2:8][CH2:9][NH:10][C:11]([NH:13][C:14]2[S:15][C:16]([C:20]3[CH:25]=[CH:24][C:23]([S:26]([CH3:29])(=[O:28])=[O:27])=[C:22]([F:30])[CH:21]=3)=[C:17]([CH3:19])[N:18]=2)=[O:12])=[N:5]C=1)[CH3:2].C(C1OC(CCN)=NC=1)C.CC1N=C(CCN)OC=1.Cl.C(C1OC(CCN)=NC=1)C.NCC(O)CC.NC(C)CO>>[F:30][C:22]1[CH:21]=[C:20]([C:16]2[S:15][C:14]([NH:13][C:11]([NH:10][CH2:9][CH2:8][C:6]3[O:7][CH:3]=[C:1]([CH3:2])[N:5]=3)=[O:12])=[N:18][C:17]=2[CH3:19])[CH:25]=[CH:24][C:23]=1[S:26]([CH3:29])(=[O:28])=[O:27] |f:3.4|. Procedure details: The title compound is prepared by the same procedure as 1-[2-(5-ethyl-oxazol-2-yl)-ethyl]-3-[5-(3-fluoro-4-methanesulfonyl-phenyl)-4-methyl-thiazol-2-yl]-urea (Example 178) by replacing 2-(5-ethyl-oxazol-2-yl)-ethylamine hydrochloride (step 4) with the hydrochloride salt of 2-(4-methyl-oxazol-2-yl)ethylamine. This is prepared by the same procedure as 2-(5-ethyl-oxazol-2-yl)-ethylamine hydrochloride (step 4) by replacing 1-amino-2-butanol (step 1) with 2-amino-1-propanol. Reactants: CC(=O)O, [BH3-]C#N, Nc1ncnn2c(CC3COCCN3)cc(-c3ccc4cn(Cc5ccccc5)nc4c3)c12, CCOC1(O[Si](C)(C)C)CC1, CO, [Na+], [Na+], [OH-]. The product is Nc1ncnn2c(CC3COCCN3C3CC3)cc(-c3ccc4cn(Cc5ccccc5)nc4c3)c12. As a reaction SMILES: [C:34]([OH:35])(=[O:36])[CH3:37].[C:49]([BH3-:50])#[N:51].[CH2:1]([c:2]1[cH:3][cH:4][cH:5][cH:6][cH:7]1)[n:8]1[n:9][c:10]2[cH:11][c:12](-[c:17]3[cH:18][c:19]([CH2:27][CH:28]4[CH2:29][O:30][CH2:31][CH2:32][NH:33]4)[n:20]4[n:21][cH:22][n:23][c:24]([NH2:26])[c:25]34)[cH:13][cH:14][c:15]2[cH:16]1.[CH2:38]([O:39][C:41]1([O:40][Si:44]([CH3:45])([CH3:46])[CH3:47])[CH2:42][CH2:43]1)[CH3:48].[CH3:55][OH:56].[Na+:52].[Na+:54].[OH-:53]>>[CH2:1]([c:2]1[cH:3][cH:4][cH:5][cH:6][cH:7]1)[n:8]1[n:9][c:10]2[cH:11][c:12](-[c:17]3[cH:18][c:19]([CH2:27][CH:28]4[CH2:29][O:30][CH2:31][CH2:32][N:33]4[CH:41]4[CH2:42][CH2:43]4)[n:20]4[n:21][cH:22][n:23][c:24]([NH2:26])[c:25]34)[cH:13][cH:14][c:15]2[cH:16]1. The reactants are [Br-], COc1ccnc2c1cnn2C(CC1CCOCC1)C(=O)N(C)OC, C=C[Mg+], Cl, C1CCOC1. Yields the product C=CC(=O)C(CC1CCOCC1)n1ncc2c(OC)ccnc21. Reaction SMILES: [Br-:26].[CH3:1][O:2][N:3]([C:4]([CH:5]([CH2:6][CH:7]1[CH2:8][CH2:9][O:10][CH2:11][CH2:12]1)[n:13]1[n:14][cH:15][c:16]2[c:17]1[n:18][cH:19][cH:20][c:21]2[O:22][CH3:23])=[O:24])[CH3:25].[CH:27](=[CH2:28])[Mg+:29].[ClH:30].[O:31]1[CH2:32][CH2:33][CH2:34][CH2:35]1>>[C:4]([CH:5]([CH2:6][CH:7]1[CH2:8][CH2:9][O:10][CH2:11][CH2:12]1)[n:13]1[n:14][cH:15][c:16]2[c:17]1[n:18][cH:19][cH:20][c:21]2[O:22][CH3:23])(=[O:24])[CH:27]=[CH2:28]. The reactants are COc1cc2nccc(Oc3ccc(N)cc3)c2cc1OC, Cc1ccccc1, O=C=Nc1ccc(Cl)cc1. The product is COc1cc2nccc(Oc3ccc(NC(=O)Nc4ccc(Cl)cc4)cc3)c2cc1OC. As a reaction SMILES: [CH3:1][O:2][c:3]1[cH:4][c:5]2[c:6]([O:15][c:16]3[cH:17][cH:18][c:19]([NH2:22])[cH:20][cH:21]3)[cH:7][cH:8][n:9][c:10]2[cH:11][c:12]1[O:13][CH3:14].[CH3:33][c:34]1[cH:35][cH:36][cH:37][cH:38][cH:39]1.[Cl:23][c:24]1[cH:25][cH:26][c:27]([N:30]=[C:31]=[O:32])[cH:28][cH:29]1>>[CH3:1][O:2][c:3]1[cH:4][c:5]2[c:6]([O:15][c:16]3[cH:17][cH:18][c:19]([NH:22][C:31]([NH:30][c:27]4[cH:26][cH:25][c:24]([Cl:23])[cH:29][cH:28]4)=[O:32])[cH:20][cH:21]3)[cH:7][cH:8][n:9][c:10]2[cH:11][c:12]1[O:13][CH3:14].